Dataset: the Open Reaction Database (ORD), a public repository of structured organic reaction records. Task: describe an organic reaction: reactants, conditions, products, and yield Starting materials: CCCCOc1c(CN(C(=O)[O-])C(C)(C)C)n(CC(C)(C)C)c(=O)c2ccc(OCC)cc12, CCOC(C)=O, Cl. The product is Cl, CCCCOc1c(CN)n(CC(C)(C)C)c(=O)c2ccc(OCC)cc12. RXN SMILES: [C:1]([N:5]([C:2](=[O:3])[O-:4])[CH2:9][c:10]1[n:11]([CH2:29][C:30]([CH3:31])([CH3:32])[CH3:33])[c:12](=[O:28])[c:13]2[cH:14][cH:15][c:16]([O:25][CH2:26][CH3:27])[cH:17][c:18]2[c:19]1[O:20][CH2:21][CH2:22][CH2:23][CH3:24])([CH3:6])([CH3:7])[CH3:8].[CH3:35][CH2:36][O:37][C:38](=[O:39])[CH3:40].[ClH:34]>>[ClH:34].[NH2:5][CH2:9][c:10]1[n:11]([CH2:29][C:30]([CH3:31])([CH3:32])[CH3:33])[c:12](=[O:28])[c:13]2[cH:14][cH:15][c:16]([O:25][CH2:26][CH3:27])[cH:17][c:18]2[c:19]1[O:20][CH2:21][CH2:22][CH2:23][CH3:24]. Reactants: CN(C)C=O, N#Cc1cc(Cl)ccc1F, I, [Mg], C1CCOC1. Product: N#Cc1cc(C=O)ccc1F. Reaction SMILES: [CH3:12][N:13]([CH:14]=[O:15])[CH3:16].[Cl:2][c:3]1[cH:4][cH:5][c:6]([F:11])[c:7]([C:8]#[N:9])[cH:10]1.[I:17].[Mg:1].[O:18]1[CH2:19][CH2:20][CH2:21][CH2:22]1>>[c:3]1([CH:14]=[O:15])[cH:4][cH:5][c:6]([F:11])[c:7]([C:8]#[N:9])[cH:10]1.